Dataset: the Open Reaction Database (ORD), a public repository of structured organic reaction records. Task: describe an organic reaction: reactants, conditions, products, and yield The reactants are COC=1C(C(=C(C(C1OC)=O)CC1=CC=C(C=C1)CCC(=O)O)C)=O (3-[4-(5,6-dimethoxy-3-methyl-1,4-benzoquinon-2-ylmethyl)phenyl]propionic Acid), C(C)(C)N (isopropylamine). Yields the product COC=1C(C(=C(C(C1OC)=O)CC1=CC=C(C=C1)CCC(=O)NC(C)C)C)=O (N-[3-[4-(5,6-dimethoxy-3-methyl-1,4-benzoquinon-2-ylmethyl)phenyl]propionyl]isopropylamine). Isolated yield 20.7%. Reaction SMILES: [CH3:1][O:2][C:3]1[C:4](=[O:25])[C:5]([CH3:24])=[C:6]([CH2:12][C:13]2[CH:18]=[CH:17][C:16]([CH2:19][CH2:20][C:21](O)=[O:22])=[CH:15][CH:14]=2)[C:7](=[O:11])[C:8]=1[O:9][CH3:10].[CH:26]([NH2:29])([CH3:28])[CH3:27]>>[CH3:1][O:2][C:3]1[C:4](=[O:25])[C:5]([CH3:24])=[C:6]([CH2:12][C:13]2[CH:14]=[CH:15][C:16]([CH2:19][CH2:20][C:21]([NH:29][CH:26]([CH3:28])[CH3:27])=[O:22])=[CH:17][CH:18]=2)[C:7](=[O:11])[C:8]=1[O:9][CH3:10]. Procedure details: 3-[4-(5,6-dimethoxy-3-methyl-1,4-benzoquinon-2-ylmethyl)phenyl]propionic acid (200 mg, 0.58 mmol) obtained in Example 1 and isopropylamine (44 mg, 0.75 mmol) were used, and a method similar to that described in Example 3 was employed to obtain the title compound (46 mg, 0.12 mmol, yield 21%). Starting materials: [OH-].[Cu+2].[OH-] (copper hydroxide), H+, [OH-].[Cu+2].[OH-] (copper hydroxide), C1(=CC=CC=C1)S(=O)(=O)OCCCCCCCCCCCC.[Na] (sodium dodecyl benzene sulfonate), C(C)(C)O (isopropanol). The solvent is O (water), O (water). Yields the product C(CCCCCCCCCCC)OS(=O)(=O)C1=CC=CC=C1.[Cu] (Copper Dodecylbenzene sulfonate). RXN SMILES: [C:1]1([S:7]([O:10][CH2:11][CH2:12][CH2:13][CH2:14][CH2:15][CH2:16][CH2:17][CH2:18][CH2:19][CH2:20][CH2:21][CH3:22])(=[O:9])=[O:8])[CH:6]=[CH:5][CH:4]=[CH:3][CH:2]=1.[Na].C(O)(C)C.[OH-].[Cu+2:29].[OH-]>O>[CH2:11]([O:10][S:7]([C:1]1[CH:6]=[CH:5][CH:4]=[CH:3][CH:2]=1)(=[O:9])=[O:8])[CH2:12][CH2:13][CH2:14][CH2:15][CH2:16][CH2:17][CH2:18][CH2:19][CH2:20][CH2:21][CH3:22].[Cu:29] |f:0.1,3.4.5,7.8,^1:22|. Reported procedure: Into a fritted column was added: 12 g (12 meq H+) ion exchange resin (Amberlite® IR 120 brand). Resin beads were washed with 100 ml deionized water. Into a 50 ml beaker were added: 8.6 g (10 meq) sodium dodecyl benzene sulfonate (Biosoft D-40 brand), 7 g water, and 7 g isopropanol. The Biosoft D-40 solution was run through the column and collected in a 100 ml beaker containing: 0.58 g (12 meq Cu) copper hydroxide mixture and 20 g water. The effluent/copper hydroxide mixture was swirl mixed while... Reactants: CC(=O)[O-], CCO, N#Cc1ccc(C=O)c(OCC(F)(F)F)c1, Cl, NO, [Na+]. Yields the product N#Cc1ccc(C=NO)c(OCC(F)(F)F)c1. RXN SMILES: [CH3:21][C:22](=[O:23])[O-:24].[CH3:25][CH2:26][OH:27].[CH:1](=[O:2])[c:3]1[c:4]([O:11][CH2:12][C:13]([F:14])([F:15])[F:16])[cH:5][c:6]([C:7]#[N:8])[cH:9][cH:10]1.[ClH:17].[NH2:18][OH:19].[Na+:20]>>[CH:1]([c:3]1[c:4]([O:11][CH2:12][C:13]([F:14])([F:15])[F:16])[cH:5][c:6]([C:7]#[N:8])[cH:9][cH:10]1)=[N:18][OH:19]. As a reaction SMILES: [Cl:1][c:2]1[cH:3][c:4]([CH2:27][C:28](=[O:29])[O:30][CH2:31][CH3:32])[cH:5][cH:6][c:7]1[N:8]1[C:9](=[O:26])[c:10]2[c:11]([O:23][CH2:24][CH3:25])[c:12]3[c:13]([c:14]([OH:18])[c:15]2[C:16]1=[O:17])[cH:19][cH:20][cH:21][cH:22]3.[F:39][C:40]([F:41])([F:42])[S:43]([O:44][CH2:45][C:46]([F:47])([F:48])[F:49])(=[O:50])=[O:51].[Na+:33].[Na+:34].[O-:35][C:36](=[O:37])[O-:38].[O:53]=[CH:54][N:55]([CH3:56])[CH3:57].[OH2:52]>>[Cl:1][c:2]1[cH:3][c:4]([CH2:27][C:28](=[O:29])[O:30][CH2:31][CH3:32])[cH:5][cH:6][c:7]1[N:8]1[C:9](=[O:26])[c:10]2[c:11]([O:23][CH2:24][CH3:25])[c:12]3[c:13]([c:14]([O:44][CH2:45][C:46]([F:47])([F:48])[F:49])[c:15]2[C:16]1=[O:17])[cH:19][cH:20][cH:21][cH:22]3. The reactants are CCOC(=O)Cc1ccc(N2C(=O)c3c(c(OCC)c4ccccc4c3O)C2=O)c(Cl)c1, O=S(=O)(OCC(F)(F)F)C(F)(F)F, [Na+], [Na+], O=C([O-])[O-], CN(C)C=O, O. Yields the product CCOC(=O)Cc1ccc(N2C(=O)c3c(c(OCC(F)(F)F)c4ccccc4c3OCC)C2=O)c(Cl)c1.